From a dataset of the Open Reaction Database (ORD), a public repository of structured organic reaction records. describe an organic reaction: reactants, conditions, products, and yield The product is CCOC(=O)N1CCN(C(=O)C(CC(=O)OC(C)(C)C)NC(=O)c2cc(OCC(=O)O)n(-c3cccc(F)c3)n2)CC1. Reaction SMILES: [CH2:1]([CH3:2])[O:3][C:4](=[O:5])[N:6]1[CH2:7][CH2:8][N:9]([C:12]([CH:13]([CH2:14][C:15](=[O:16])[O:17][C:18]([CH3:19])([CH3:20])[CH3:21])[NH:22][C:23](=[O:24])[c:25]2[n:26][n:27](-[c:42]3[cH:43][c:44]([F:48])[cH:45][cH:46][cH:47]3)[c:28]([O:30][CH2:31][C:32](=[O:33])[O:34][CH2:35][c:36]3[cH:37][cH:38][cH:39][cH:40][cH:41]3)[cH:29]2)=[O:49])[CH2:10][CH2:11]1.[CH3:52][CH2:53][O:54][C:55](=[O:56])[CH3:57].[H:50][H:51]>>[CH2:1]([CH3:2])[O:3][C:4](=[O:5])[N:6]1[CH2:7][CH2:8][N:9]([C:12]([CH:13]([CH2:14][C:15](=[O:16])[O:17][C:18]([CH3:19])([CH3:20])[CH3:21])[NH:22][C:23](=[O:24])[c:25]2[n:26][n:27](-[c:42]3[cH:43][c:44]([F:48])[cH:45][cH:46][cH:47]3)[c:28]([O:30][CH2:31][C:32](=[O:33])[OH:34])[cH:29]2)=[O:49])[CH2:10][CH2:11]1. Reactants: CCOC(=O)N1CCN(C(=O)C(CC(=O)OC(C)(C)C)NC(=O)c2cc(OCC(=O)OCc3ccccc3)n(-c3cccc(F)c3)n2)CC1, CCOC(C)=O, [H][H]. The reactants are COc1cc(Br)ccc1O, CC(C)(C)[Si](C)(C)Cl, CCN(C(C)C)C(C)C, CN(C)C=O. The product is COc1cc(Br)ccc1O[Si](C)(C)C(C)(C)C. Reaction SMILES: [Br:1][c:2]1[cH:3][c:4]([O:9][CH3:10])[c:5]([OH:8])[cH:6][cH:7]1.[C:20]([CH3:21])([CH3:22])([CH3:23])[Si:24]([CH3:25])([CH3:26])[Cl:27].[CH2:11]([N:12]([CH:13]([CH3:14])[CH3:15])[CH:16]([CH3:17])[CH3:18])[CH3:19].[O:28]=[CH:29][N:30]([CH3:31])[CH3:32]>>[Br:1][c:2]1[cH:3][c:4]([O:9][CH3:10])[c:5]([O:8][Si:24]([C:20]([CH3:21])([CH3:22])[CH3:23])([CH3:25])[CH3:26])[cH:6][cH:7]1. Reactants: BrBr (bromine), ClC1=C(C=CC(=C1)F)C (2-chloro-4-fluorotoluene). Run in C(Cl)(Cl)(Cl)Cl (carbon tetrachloride), C(Cl)(Cl)(Cl)Cl (carbon tetrachloride). The product is ClC1=C(CBr)C=CC(=C1)F (2-chloro-4-fluorobenzyl bromide). Isolated yield 80.0%. As a reaction SMILES: [Br:1]Br.[Cl:3][C:4]1[CH:9]=[C:8]([F:10])[CH:7]=[CH:6][C:5]=1[CH3:11]>C(Cl)(Cl)(Cl)Cl>[Cl:3][C:4]1[CH:9]=[C:8]([F:10])[CH:7]=[CH:6][C:5]=1[CH2:11][Br:1]. Procedure details: A solution of bromine (7.10 ml) in carbon tetrachloride (70 ml) was added slowly over a period of 3 hours to a solution of 2-chloro-4-fluorotoluene (20.0 g) in carbon tetrachloride (80 ml) maintained at the reflux temperature and irradiated by light from a tungsten lamp (200 watt). After the addition was completed the mixture was heated at the reflux temperature with irradiation until the colour had been discharged (ca.1 hour). The solvent was then removed by evaporation under reduced pressure a... Reaction SMILES: [C:1]([Si:2]([c:3]1[cH:4][cH:5][cH:43][cH:44][cH:45]1)([O:6][c:7]1[cH:8][cH:9][c:10]([O:11][CH2:12][CH:13]([CH2:14][NH:15][CH2:16][CH2:17][c:18]2[cH:19][cH:20][c:21]([S:24][CH:25]3[CH2:26][CH2:27][N:28]([C:31](=[O:32])[NH:33][c:34]4[cH:35][cH:36][cH:37][cH:38][cH:39]4)[CH2:29][CH2:30]3)[cH:22][cH:23]2)[OH:40])[cH:41][cH:42]1)[c:46]1[cH:47][cH:48][cH:49][cH:50][cH:51]1)([CH3:52])([CH3:53])[CH3:54].[CH3:55][OH:56].[CH:57]([Cl:58])([Cl:59])[Cl:60].[Cl:61][CH2:62][Cl:63]>>[OH:6][c:7]1[cH:8][cH:9][c:10]([O:11][CH2:12][CH:13]([CH2:14][NH:15][CH2:16][CH2:17][c:18]2[cH:19][cH:20][c:21]([S:24][CH:25]3[CH2:26][CH2:27][N:28]([C:31](=[O:32])[NH:33][c:34]4[cH:35][cH:36][cH:37][cH:38][cH:39]4)[CH2:29][CH2:30]3)[cH:22][cH:23]2)[OH:40])[cH:41][cH:42]1. The reactants are CC(C)(C)[Si](Oc1ccc(OCC(O)CNCCc2ccc(SC3CCN(C(=O)Nc4ccccc4)CC3)cc2)cc1)(c1ccccc1)c1ccccc1, CO, ClC(Cl)Cl, ClCCl. The product is O=C(Nc1ccccc1)N1CCC(Sc2ccc(CCNCC(O)COc3ccc(O)cc3)cc2)CC1.